From a dataset of the Open Reaction Database (ORD), a public repository of structured organic reaction records. describe an organic reaction: reactants, conditions, products, and yield Reactants: C(=O)(OC)C=1N(S(C=2C(C1O)=CSC2Cl)(=O)=O)C (3-carbomethoxy-7-chloro-4-hydroxy-2-methyl-2H-thieno-[3,4-e]-1,2-thiazine-1,1-dioxide), NC1=NC=CC=C1 (2-aminopyridine). Solvent: CC=1C=CC=CC1C (o-xylene). Yields the product ClC=1SC=C2C(=C(N(S(C21)(=O)=O)C)C(NC2=NC=CC=C2)=O)O (7-chloro-4-hydroxy-2-methyl-3-(2-pyridylcarbamoyl)-2H-thieno[3,4-e]1,2-thiazine-1,1-dioxide). As a reaction SMILES: [C:1]([C:5]1[N:6]([CH3:18])[S:7](=[O:17])(=[O:16])[C:8]2[C:9](=[CH:12][S:13][C:14]=2[Cl:15])[C:10]=1[OH:11])([O:3]C)=O.[NH2:19][C:20]1[CH:25]=[CH:24][CH:23]=[CH:22][N:21]=1>CC1C=CC=CC=1C>[Cl:15][C:14]1[S:13][CH:12]=[C:9]2[C:8]=1[S:7](=[O:17])(=[O:16])[N:6]([CH3:18])[C:5]([C:1](=[O:3])[NH:19][C:20]1[CH:25]=[CH:24][CH:23]=[CH:22][N:21]=1)=[C:10]2[OH:11]. Procedure: A mixture of 2.2 g. of 3-carbomethoxy-7-chloro-4-hydroxy-2-methyl-2H-thieno-[3,4-e]-1,2-thiazine-1,1-dioxide, 0.9 g. of 2-aminopyridine and 240 ml. of absolute o-xylene is boiled under reflux for 7 hours while stirring, approximately 80 ml. of the o-xylene being slowly distilled during the first 2 hours. After the reaction mixture has been cooled to room temperature, it is concentrated to approximately 60 ml. by evaporation in vacuo and cooled in an ice bath. The product that crystallizes out is...